This data is from the Open Reaction Database (ORD), a public repository of structured organic reaction records. The task is: describe an organic reaction: reactants, conditions, products, and yield The reactants are B, O=CNc1cccc(Br)c1F, C1CCOC1, CSC, Cl. Product: CNc1cccc(Br)c1F. RXN SMILES: [BH3:15].[Br:1][c:2]1[c:3]([F:11])[c:4]([NH:8][CH:9]=[O:10])[cH:5][cH:6][cH:7]1.[CH2:17]1[O:18][CH2:19][CH2:20][CH2:21]1.[CH3:12][S:13][CH3:14].[ClH:16]>>[Br:1][c:2]1[c:3]([F:11])[c:4]([NH:8][CH3:9])[cH:5][cH:6][cH:7]1. The reactants are CN1CCNCC1, Cc1nnc(Cl)c2cc3ccccn3c12. Yields the product Cc1nnc(N2CCN(C)CC2)c2cc3ccccn3c12. RXN SMILES: [CH3:16][N:17]1[CH2:18][CH2:19][NH:20][CH2:21][CH2:22]1.[Cl:1][c:2]1[n:3][n:4][c:5]([CH3:15])[c:6]2[c:7]1[cH:8][c:9]1[cH:10][cH:11][cH:12][cH:13][n:14]21>>[c:2]1([N:20]2[CH2:19][CH2:18][N:17]([CH3:16])[CH2:22][CH2:21]2)[n:3][n:4][c:5]([CH3:15])[c:6]2[c:7]1[cH:8][c:9]1[cH:10][cH:11][cH:12][cH:13][n:14]21. The reactants are C(C1=CC=CC=C1)N(CC(=O)C=1C=CC(=C(C(=O)N)C1)OCCO)CC1=CC=CC=C1 (5-(N,N-dibenzylglycyl)-2-(2-hydroxyethoxy)-benzamide), C(C)(=O)OC(C)=O (acetic anhydride), C([O-])(O)=O.[Na+] (sodium bicarbonate), O (water). Run in C(C)(=O)O (acetic acid). Conditions: time 2 day. Product: C(C1=CC=CC=C1)N(CC(=O)C=1C(=C(C(=O)N)C=CC1)OCCOC(C)=O)CC1=CC=CC=C1 ((N,N-Dibenzylglycyl)-2-(2-acetoxyethoxy)benzamide). Reaction SMILES: [CH2:1]([N:8]([CH2:25][C:26]1[CH:31]=[CH:30][CH:29]=[CH:28][CH:27]=1)[CH2:9][C:10]([C:12]1[CH:13]=[CH:14][C:15](OCCO)=[C:16]([CH:20]=1)[C:17]([NH2:19])=[O:18])=[O:11])[C:2]1[CH:7]=[CH:6][CH:5]=[CH:4][CH:3]=1.O.C(=O)(O)[O-:34].[Na+].[C:38]([O:41][C:42](=O)[CH3:43])(=[O:40])[CH3:39]>C(O)(=O)C>[CH2:1]([N:8]([CH2:25][C:26]1[CH:31]=[CH:30][CH:29]=[CH:28][CH:27]=1)[CH2:9][C:10]([C:12]1[C:20]([O:34][CH2:43][CH2:42][O:41][C:38](=[O:40])[CH3:39])=[C:16]([CH:15]=[CH:14][CH:13]=1)[C:17]([NH2:19])=[O:18])=[O:11])[C:2]1[CH:7]=[CH:6][CH:5]=[CH:4][CH:3]=1 |f:2.3|. Procedure details: A solution of 5-(N,N-dibenzylglycyl)-2-(2-hydroxyethoxy)-benzamide (see Example 6(a)) (2.5 g) in acetic anhydride (10 ml) and acetic acid (10 ml) was heated at 100° for 1.25 hours, cooled, and poured into water. After being allowed to stand for 2 days at room temperature the aqueous solution was basified with sodium bicarbonate and extracted with ethyl acetate (3 × 100 ml). The dried extract was evaporated and the ether-soluble portion of the residue treated with ethereal hydrogen chloride. The ... Starting materials: CO, O=C[O-], CCc1cc(-c2cccnc2)nn1-c1ccc([N+](=O)[O-])cc1, [NH4+], C1COCCO1. The product is CCc1cc(-c2cccnc2)nn1-c1ccc(N)cc1. Reaction SMILES: [CH3:33][OH:34].[CH:23]([O-:24])=[O:25].[N+:1]([O-:2])(=[O:3])[c:4]1[cH:5][cH:6][c:7](-[n:10]2[n:11][c:12](-[c:17]3[cH:18][n:19][cH:20][cH:21][cH:22]3)[cH:13][c:14]2[CH2:15][CH3:16])[cH:8][cH:9]1.[NH4+:26].[O:27]1[CH2:28][CH2:29][O:30][CH2:31][CH2:32]1>>[NH2:1][c:4]1[cH:5][cH:6][c:7](-[n:10]2[n:11][c:12](-[c:17]3[cH:18][n:19][cH:20][cH:21][cH:22]3)[cH:13][c:14]2[CH2:15][CH3:16])[cH:8][cH:9]1. The reactants are [Cl-], O=Cc1ccc(Cl)cc1, CC(C)(C)OC(=O)C(Cl)Cl, [Na+], C1CCOC1, O. Yields the product CC(C)(C)OC(=O)C1(Cl)OC1c1ccc(Cl)cc1. RXN SMILES: [Cl-:22].[Cl:11][c:12]1[cH:13][cH:14][c:15]([CH:16]=[O:17])[cH:18][cH:19]1.[Cl:1][CH:2]([C:3](=[O:4])[O:5][C:6]([CH3:7])([CH3:8])[CH3:9])[Cl:10].[Na+:21].[O:23]1[CH2:24][CH2:25][CH2:26][CH2:27]1.[OH2:20]>>[C:2]1([C:3](=[O:4])[O:5][C:6]([CH3:7])([CH3:8])[CH3:9])([Cl:10])[CH:16]([c:15]2[cH:14][cH:13][c:12]([Cl:11])[cH:19][cH:18]2)[O:17]1. The reactants are CCI, CN(C)C=O, CCOC(C)=O, CCOC(=O)C(C)Oc1ccc(Nc2cc3ccc(Cl)cc3c(Cl)n2)cc1, [H-], [Na+]. The product is CCOC(=O)C(C)Oc1ccc(N(CC)c2cc3ccc(Cl)cc3c(Cl)n2)cc1. Reaction SMILES: [CH2:35]([CH3:36])[I:37].[CH3:30][N:31]([CH3:32])[CH:33]=[O:34].[CH3:38][CH2:39][O:40][C:41](=[O:42])[CH3:43].[Cl:1][c:2]1[n:3][c:4]([NH:13][c:14]2[cH:15][cH:16][c:17]([O:18][CH:19]([C:20](=[O:21])[O:22][CH2:23][CH3:24])[CH3:25])[cH:26][cH:27]2)[cH:5][c:6]2[cH:7][cH:8][c:9]([Cl:12])[cH:10][c:11]12.[H-:28].[Na+:29]>>[Cl:1][c:2]1[n:3][c:4]([N:13]([c:14]2[cH:15][cH:16][c:17]([O:18][CH:19]([C:20](=[O:21])[O:22][CH2:23][CH3:24])[CH3:25])[cH:26][cH:27]2)[CH2:35][CH3:36])[cH:5][c:6]2[cH:7][cH:8][c:9]([Cl:12])[cH:10][c:11]12. The reactants are CCOC(=O)c1c(O)c2c(OC)cccc2n(C)c1=O, CNc1ccccc1, CCO, Cc1ccccc1. Yields the product COc1cccc2c1c(O)c(C(=O)N(C)c1ccccc1)c(=O)n2C. As a reaction SMILES: [CH2:9]([O:11][C:12](=[O:10])[c:14]1[c:15](=[O:28])[n:16]([CH3:27])[c:17]2[cH:18][cH:19][cH:20][c:21]([O:25][CH3:26])[c:22]2[c:23]1[OH:24])[CH3:13].[CH3:1][NH:2][c:3]1[cH:4][cH:5][cH:6][cH:7][cH:8]1.[CH3:29][CH2:30][OH:31].[CH3:32][c:33]1[cH:34][cH:35][cH:36][cH:37][cH:38]1>>[CH3:1][N:2]([c:3]1[cH:4][cH:5][cH:6][cH:7][cH:8]1)[C:12](=[O:11])[c:14]1[c:15](=[O:28])[n:16]([CH3:27])[c:17]2[cH:18][cH:19][cH:20][c:21]([O:25][CH3:26])[c:22]2[c:23]1[OH:24].